From a dataset of the Open Reaction Database (ORD), a public repository of structured organic reaction records. describe an organic reaction: reactants, conditions, products, and yield Reactants: O=C([O-])[O-], CI, [K+], [K+], CC(C)(C)OC(=O)C(C(=O)OC(C)(C)C)c1ccc(C2OCCO2)c(F)c1, CN(C)C=O, O. The product is CC(C)(C)OC(=O)C(C)(C(=O)OC(C)(C)C)c1ccc(C2OCCO2)c(F)c1. As a reaction SMILES: [C:30](=[O:31])([O-:32])[O-:33].[I:28][CH3:29].[K+:34].[K+:35].[O:1]1[CH:2]([c:6]2[c:7]([F:27])[cH:8][c:9]([CH:12]([C:13](=[O:14])[O:15][C:16]([CH3:17])([CH3:18])[CH3:19])[C:20](=[O:21])[O:22][C:23]([CH3:24])([CH3:25])[CH3:26])[cH:10][cH:11]2)[O:3][CH2:4][CH2:5]1.[O:37]=[CH:38][N:39]([CH3:40])[CH3:41].[OH2:36]>>[O:1]1[CH:2]([c:6]2[c:7]([F:27])[cH:8][c:9]([C:12]([C:13](=[O:14])[O:15][C:16]([CH3:17])([CH3:18])[CH3:19])([C:20](=[O:21])[O:22][C:23]([CH3:24])([CH3:25])[CH3:26])[CH3:30])[cH:10][cH:11]2)[O:3][CH2:4][CH2:5]1. The reactants are C1CCOC1, Cc1cccc(C)c1CO, CCOCC, CC(C)OC(=O)N=NC(=O)OC(C)C, CN(C)C=O, CCOC(=O)c1cccc(O)c1, c1ccc(P(c2ccccc2)c2ccccc2)cc1. The product is CCOC(=O)c1cccc(OCc2c(C)cccc2C)c1. RXN SMILES: [CH2:56]1[O:57][CH2:58][CH2:59][CH2:60]1.[CH3:32][c:33]1[c:34]([CH2:35][OH:36])[c:37]([CH3:41])[cH:38][cH:39][cH:40]1.[CH3:66][CH2:67][O:68][CH2:69][CH3:70].[O:42]=[C:43]([O:44][CH:45]([CH3:46])[CH3:47])[N:48]=[N:49][C:50]([O:51][CH:52]([CH3:53])[CH3:54])=[O:55].[O:61]=[CH:62][N:63]([CH3:64])[CH3:65].[OH:1][c:2]1[cH:3][c:4]([C:5](=[O:6])[O:7][CH2:8][CH3:9])[cH:10][cH:11][cH:12]1.[c:13]1([P:14]([c:15]2[cH:16][cH:17][cH:18][cH:19][cH:20]2)[c:21]2[cH:22][cH:23][cH:24][cH:25][cH:26]2)[cH:27][cH:28][cH:29][cH:30][cH:31]1>>[O:1]([c:2]1[cH:3][c:4]([C:5](=[O:6])[O:7][CH2:8][CH3:9])[cH:10][cH:11][cH:12]1)[CH2:35][c:34]1[c:33]([CH3:32])[cH:40][cH:39][cH:38][c:37]1[CH3:41]. Reactants: ICCCN(C(OC(C)(C)C)=O)C (tert-butyl N-(3-iodopropyl)-N-methylcarbamate), Cl (hydrogen chloride), C([O-])([O-])=O.[Cs+].[Cs+] (Caesium carbonate), OC=1C(=C(C=CC1)NC(CC12CC3CC(CC(C1)C3)C2)=O)C (N-(3-Hydroxy-2-methylphenyl)-tricyclo[3.3.1.13,7]decane-1-acetamide). Run in C(C)#N (acetonitrile), CO (methanol), C(C)#N (acetonitrile). Reaction conditions: temperature 100 celsius, time 1 hour. Yields the product Cl.CNCCCOC=1C(=C(C=CC1)NC(CC12CC3CC(CC(C1)C3)C2)=O)C (N-(3-(3-(N-Methylamino)propyloxy)-2-methylphenyl)-tricyclo[3.3.1.13,7]decane-1-acetamide, hydrochloride). Reaction SMILES: C(=O)([O-])[O-].[Cs+].[Cs+].[OH:7][C:8]1[C:9]([CH3:28])=[C:10]([NH:14][C:15](=[O:27])[CH2:16][C:17]23[CH2:26][CH:21]4[CH2:22][CH:23]([CH2:25][CH:19]([CH2:20]4)[CH2:18]2)[CH2:24]3)[CH:11]=[CH:12][CH:13]=1.I[CH2:30][CH2:31][CH2:32][N:33](C)[C:34](=O)OC(C)(C)C.[ClH:42]>C(#N)C.CO>[ClH:42].[CH3:34][NH:33][CH2:32][CH2:31][CH2:30][O:7][C:8]1[C:9]([CH3:28])=[C:10]([NH:14][C:15](=[O:27])[CH2:16][C:17]23[CH2:26][CH:21]4[CH2:20][CH:19]([CH2:25][CH:23]([CH2:22]4)[CH2:24]2)[CH2:18]3)[CH:11]=[CH:12][CH:13]=1 |f:0.1.2,8.9|. Reported procedure: Dry dichloromethane (40 ml), triphenylphosphine (3.28 g), imidazole (1.05 g) and iodine (3.85 g) were combined in that order. A solution of tert-butyl N-(3-hydroxypropyl)-N-methylcarbamate (1.90 g, J. Org. Chem., 1988, 53(10), 2229) in dichloromethane (10 ml) was added and the resulting reaction mixture stirred at room temperature for 1 hour. An aqueous solution of sodium hydrogen sulphite (6 g in 100 ml of water) was then added and the organic layer separated. The latter was dried over anhydrou...